This data is from the Open Reaction Database (ORD), a public repository of structured organic reaction records. The task is: describe an organic reaction: reactants, conditions, products, and yield Run in CN1CCCC1=O (NMP), C(Cl)Cl (DCM), O (Water), C(C)O (ethanol), C(Cl)Cl (DCM), CO (methanol). Product: C(C)N(CCN(C(CCOCCC1=CC2=CC=CC=C2C=C1)=O)CCNCCC1=CC=C(C=2NC(SC21)=O)O)CC (N-[2-(Diethylamino)ethyl]-N-(2-{[2-(4-hydroxy-2-oxo-2,3-dihydro-1,3-benzothiazol-7-yl)ethyl]amino}ethyl)-3-[2-(2-naphthyl)ethoxy]propanamide). Yield: 34.2%. Starting materials: Br (HBr), Cl.NCCC1=CC=C(C=2NC(SC21)=O)O (7-(2-Aminoethyl)-4-hydroxy-1,3-benzothiazol-2(3H)-one hydrochloride), C(C)(=O)O[BH-](OC(C)=O)OC(C)=O.[Na+] (Sodium triacetoxyborohydride), C(C)N(CCN(C(CCOCCC1=CC2=CC=CC=C2C=C1)=O)CC=O)CC (N-[2-(diethylamino)ethyl]-3-[2-(2-naphthyl)ethoxy]-N-(2-oxoethyl)propanamide), [OH-].[Na+] (Sodium hydroxide). As a reaction SMILES: Cl.[NH2:2][CH2:3][CH2:4][C:5]1[C:13]2[S:12][C:11](=[O:14])[NH:10][C:9]=2[C:8]([OH:15])=[CH:7][CH:6]=1.[OH-].[Na+].[CH2:18]([N:20]([CH2:44][CH3:45])[CH2:21][CH2:22][N:23]([CH2:41][CH:42]=O)[C:24](=[O:40])[CH2:25][CH2:26][O:27][CH2:28][CH2:29][C:30]1[CH:39]=[CH:38][C:37]2[C:32](=[CH:33][CH:34]=[CH:35][CH:36]=2)[CH:31]=1)[CH3:19].C(O[BH-](OC(=O)C)OC(=O)C)(=O)C.[Na+].Br>CN1C(=O)CCC1.CO.C(Cl)Cl.C(O)C.O>[CH2:44]([N:20]([CH2:18][CH3:19])[CH2:21][CH2:22][N:23]([CH2:41][CH2:42][NH:2][CH2:3][CH2:4][C:5]1[C:13]2[S:12][C:11](=[O:14])[NH:10][C:9]=2[C:8]([OH:15])=[CH:7][CH:6]=1)[C:24](=[O:40])[CH2:25][CH2:26][O:27][CH2:28][CH2:29][C:30]1[CH:39]=[CH:38][C:37]2[C:32](=[CH:33][CH:34]=[CH:35][CH:36]=2)[CH:31]=1)[CH3:45] |f:0.1,2.3,5.6|. Procedure details: 7-(2-Aminoethyl)-4-hydroxy-1,3-benzothiazol-2(3H)-one hydrochloride (176 mg) was dissolved in NMP (2 ml) to give a clear, yellow solution. Sodium hydroxide (27 mg) was dissolved in methanol (0.6 ml), and added in one portion to the yellow solution which turned bright orange. N-[2-(diethylamino)ethyl]-3-[2-(2-naphthyl)ethoxy]-N-(2-oxoethyl)propanamide (Example 32d) (458 mg) was dissolved in DCM (1 ml) and added drop-wise. The mixture was allowed to stir for 1 hour. Sodium triacetoxyborohydride (3... Conditions: time 1 hour. Reactants: BrC=1C=CC=2NC3=CC=CC=C3C2C1 (3-bromocarbazole), C1(=CC=CC=C1)N1C2=CC=CC=C2C=2C=C(C=CC12)B([O-])[O-] (N-phenylcarbazole-3-boronate), COC(C)(O)OC (dimethoxyethanol), C([O-])([O-])=O.[K+].[K+] (potassium carbonate). The reagents and catalysts are C1(=C(C=CC=C1)P(C1=C(C=CC=C1)C)C1=C(C=CC=C1)C)C (tri(o-tolyl)phosphine), C(C)(=O)[O-].[Pd+2].C(C)(=O)[O-] (palladium acetate). The solvent is C1(=CC=CC=C1)C (toluene), C1(=CC=CC=C1)C (toluene). Product: C1(=CC=CC=C1)N1C2=CC=CC=C2C=2C=C(C=CC12)C=1C=CC=2NC3=CC=CC=C3C2C1 (9-phenyl-3,3′-bi(9H-carbazole)). The yield is 80.8%. As a reaction SMILES: Br[C:2]1[CH:3]=[CH:4][C:5]2[NH:6][C:7]3[C:12]([C:13]=2[CH:14]=1)=[CH:11][CH:10]=[CH:9][CH:8]=3.[C:15]1([N:21]2[C:33]3[CH:32]=[CH:31][C:30](B([O-])[O-])=[CH:29][C:28]=3[C:27]3[C:22]2=[CH:23][CH:24]=[CH:25][CH:26]=3)[CH:20]=[CH:19][CH:18]=[CH:17][CH:16]=1.COC(OC)(O)C.C(=O)([O-])[O-].[K+].[K+]>C1(C)C=CC=CC=1.C([O-])(=O)C.[Pd+2].C([O-])(=O)C.C1(C)C=CC=CC=1P(C1C=CC=CC=1C)C1C=CC=CC=1C>[C:15]1([N:21]2[C:33]3[CH:32]=[CH:31][C:30]([C:2]4[CH:3]=[CH:4][C:5]5[NH:6][C:7]6[C:12]([C:13]=5[CH:14]=4)=[CH:11][CH:10]=[CH:9][CH:8]=6)=[CH:29][C:28]=3[C:27]3[C:22]2=[CH:23][CH:24]=[CH:25][CH:26]=3)[CH:20]=[CH:19][CH:18]=[CH:17][CH:16]=1 |f:3.4.5,7.8.9|. Reported procedure: Into a 200 mL three-neck flask were put 2.5 g (10 mmol) of 3-bromocarbazole, 2.9 g (10 mmol) of N-phenylcarbazole-3-boronate, and 152 mg (0.50 mmol) of tri(o-tolyl)phosphine. The air in the flask was replaced with nitrogen. To the mixture were added 50 mL of dimethoxyethanol (DME) and 10 mL of potassium carbonate solution (2 mol/L). Under reduced pressure, this mixture was degassed while being stirred. After the degassing, 50 mg (0.2 mmol) of palladium acetate was added to the mixture. This mixt...